From a dataset of the Open Reaction Database (ORD), a public repository of structured organic reaction records. describe an organic reaction: reactants, conditions, products, and yield Starting materials: N1=C(N=CC=C1)N1CCNCC1 (1-pyrimidin-2-ylpiperazine), ClCC=1C=C(C=CC1)C1=CC=C(C=C1)C(F)(F)F (3-chloromethyl-4′-trifluoromethylbiphenyl). The solvent is C1CCOC1 (THF), C1CCOC1 (THF). Conditions: time 4 hour. Product: N1=C(N=CC=C1)N1CCN(CC1)CC=1C=C(C=CC1)C1=CC=C(C=C1)C(F)(F)F (1-pyrimidin-2-yl-4-[(4′-trifluoromethyl-3-biphenylyl)methyl]piperazine). As a reaction SMILES: [N:1]1[CH:6]=[CH:5][CH:4]=[N:3][C:2]=1[N:7]1[CH2:12][CH2:11][NH:10][CH2:9][CH2:8]1.Cl[CH2:14][C:15]1[CH:16]=[C:17]([C:21]2[CH:26]=[CH:25][C:24]([C:27]([F:30])([F:29])[F:28])=[CH:23][CH:22]=2)[CH:18]=[CH:19][CH:20]=1>C1COCC1>[N:1]1[CH:6]=[CH:5][CH:4]=[N:3][C:2]=1[N:7]1[CH2:12][CH2:11][N:10]([CH2:14][C:15]2[CH:16]=[C:17]([C:21]3[CH:26]=[CH:25][C:24]([C:27]([F:28])([F:29])[F:30])=[CH:23][CH:22]=3)[CH:18]=[CH:19][CH:20]=2)[CH2:9][CH2:8]1. Reported procedure: A solution of 1.6 g of 1-pyrimidin-2-ylpiperazine in 200 ml of THF is treated with 2.75 g of 3-chloromethyl-4′-trifluoromethylbiphenyl (“H”) [obtainable, for example, by radical chlorination of 3-methyl-4′-trifluoromethylbiphenyl], dissolved in 30 ml of THF, and the mixture is stirred for 4 hours at room temperature. After customary work-up, 1-pyrimidin-2-yl-4-[(4′-trifluoromethyl-3-biphenylyl)methyl]piperazine is obtained.